Dataset: the Open Reaction Database (ORD), a public repository of structured organic reaction records. Task: describe an organic reaction: reactants, conditions, products, and yield Starting materials: C1CCNCC1, COc1cc(OC)cc(C(C)=O)c1, CCO, O=Cc1c[nH]c2ccccc12. Product: COc1cc(OC)cc(C(=O)C=Cc2c[nH]c3ccccc23)c1. RXN SMILES: [CH2:25]1[CH2:26][CH2:27][NH:28][CH2:29][CH2:30]1.[CH3:1][O:2][c:3]1[cH:4][c:5]([C:11]([CH3:12])=[O:13])[cH:6][c:7]([O:9][CH3:10])[cH:8]1.[CH3:31][CH2:32][OH:33].[nH:14]1[cH:15][c:16]([CH:23]=[O:24])[c:17]2[cH:18][cH:19][cH:20][cH:21][c:22]12>>[CH3:1][O:2][c:3]1[cH:4][c:5]([C:11]([CH:12]=[CH:23][c:16]2[cH:15][nH:14][c:22]3[c:17]2[cH:18][cH:19][cH:20][cH:21]3)=[O:13])[cH:6][c:7]([O:9][CH3:10])[cH:8]1. Starting materials: C(C1=CC=CC=C1)N(C(=O)CCC(=O)N1[C@@H](CCC1)C(C(=O)O)O)C ((2RS)-2-[(2S)-1-[3-(N-benzyl-N-methlcarbamoyl) propanoyl]pyrrolidin-2-yl]-2-hydroxyacetic acid), C([O-])([O-])=O.[K+].[K+] (potassium carbonate), C(C1=CC=CC=C1)Br (benzyl bromide), CS(=O)C (DMSO). Solvent: O (Water). Conditions: time 1 hour. Yields the product C(C1=CC=CC=C1)OC(C(O)[C@H]1N(CCC1)C(CCC(N(C)CC1=CC=CC=C1)=O)=O)=O ((2RS)-2-[(2S)-1-[3-(N-benzyl-N-methylcarbamoyl )propanoyl]pyrrolidin-2-yl]-2-hydroxyacetic acid benzyl ester). Reaction SMILES: [CH2:1]([N:8]([CH3:25])[C:9]([CH2:11][CH2:12][C:13]([N:15]1[CH2:19][CH2:18][CH2:17][C@H:16]1[CH:20]([OH:24])[C:21]([OH:23])=[O:22])=[O:14])=[O:10])[C:2]1[CH:7]=[CH:6][CH:5]=[CH:4][CH:3]=1.C(=O)([O-])[O-].[K+].[K+].[CH2:32](Br)[C:33]1[CH:38]=[CH:37][CH:36]=[CH:35][CH:34]=1.CS(C)=O>O>[CH2:32]([O:22][C:21](=[O:23])[CH:20]([C@@H:16]1[CH2:17][CH2:18][CH2:19][N:15]1[C:13](=[O:14])[CH2:12][CH2:11][C:9](=[O:10])[N:8]([CH2:1][C:2]1[CH:3]=[CH:4][CH:5]=[CH:6][CH:7]=1)[CH3:25])[OH:24])[C:33]1[CH:38]=[CH:37][CH:36]=[CH:35][CH:34]=1 |f:1.2.3|. Procedure details: A mixture of (2RS)-2-[(2S)-1-[3-(N-benzyl-N-methlcarbamoyl) propanoyl]pyrrolidin-2-yl]-2-hydroxyacetic acid (134 mg), potassium carbonate (64 mg), benzyl bromide (51 μl) and DMSO (1 ml) was stirred for 1 hr at room temperature. Water was added to the mixture. The mixture was extracted with a mixture of hexane and EtOAc (1:1). The extract was washed, dried and evaporated. The residue was purified by column chromatography on silica gel (hexane-EtOAc) to give the title compound (141 mg) having the ... The reactants are COC(=O)C(Br)c1ccc(Oc2cccc(C(F)(F)F)c2)cc1, Oc1ccc(C2CCCCC2)cc1. The product is COC(=O)C(Oc1ccc(C2CCCCC2)cc1)c1ccc(Oc2cccc(C(F)(F)F)c2)cc1. As a reaction SMILES: [Br:1][CH:2]([C:3](=[O:4])[O:5][CH3:6])[c:7]1[cH:8][cH:9][c:10]([O:13][c:14]2[cH:15][c:16]([C:20]([F:21])([F:22])[F:23])[cH:17][cH:18][cH:19]2)[cH:11][cH:12]1.[CH:24]1([c:30]2[cH:31][cH:32][c:33]([OH:36])[cH:34][cH:35]2)[CH2:25][CH2:26][CH2:27][CH2:28][CH2:29]1>>[CH:2]([C:3](=[O:4])[O:5][CH3:6])([c:7]1[cH:8][cH:9][c:10]([O:13][c:14]2[cH:15][c:16]([C:20]([F:21])([F:22])[F:23])[cH:17][cH:18][cH:19]2)[cH:11][cH:12]1)[O:36][c:33]1[cH:32][cH:31][c:30]([CH:24]2[CH2:25][CH2:26][CH2:27][CH2:28][CH2:29]2)[cH:35][cH:34]1. The reactants are COC([C@H](CC(C)C)N1C(C=C(C1)OC1=C(C(=CC=C1)OC)F)=O)=O ((S)-2-[4-(2-fluoro-3-methoxy-phenoxy)-2-oxo-2,5-dihydro-pyrrol-1-yl]-4-methyl-pentanoic acid methyl ester), B(Br)(Br)Br (boron tribromide), Cl (hydrochloric acid), ice water. The solvent is ClCCl (dichloromethane), ClCCl (dichloromethane). Reaction conditions: temperature 0 celsius, time 2 hour. Product: COC([C@H](CC(C)C)N1C(C=C(C1)OC1=C(C(=CC=C1)O)F)=O)=O ((S)-2-[4-(2-fluoro-3-hydroxy-phenoxy)-2-oxo-2,5-dihydro-pyrrol-1-yl]-4-methyl-pentanoic acid methyl ester). The yield is 81.3%. As a reaction SMILES: [CH3:1][O:2][C:3](=[O:25])[C@@H:4]([N:9]1[CH2:13][C:12]([O:14][C:15]2[CH:20]=[CH:19][CH:18]=[C:17]([O:21]C)[C:16]=2[F:23])=[CH:11][C:10]1=[O:24])[CH2:5][CH:6]([CH3:8])[CH3:7].B(Br)(Br)Br.Cl>ClCCl>[CH3:1][O:2][C:3](=[O:25])[C@@H:4]([N:9]1[CH2:13][C:12]([O:14][C:15]2[CH:20]=[CH:19][CH:18]=[C:17]([OH:21])[C:16]=2[F:23])=[CH:11][C:10]1=[O:24])[CH2:5][CH:6]([CH3:8])[CH3:7]. Procedure details: To a solution of (S)-2-[4-(2-fluoro-3-methoxy-phenoxy)-2-oxo-2,5-dihydro-pyrrol-1-yl]-4-methyl-pentanoic acid methyl ester (1.35 g, 3.83 mmol) in dichloromethane (20 mL) was added a boron tribromide in dichloromethane solution (1 M, 11.50 mL, 11.50 mmol) at 0° C. The resulting mixture was stirred at 0° C. for 2 h and then poured into ice water containing hydrochloric acid (2N, 30 mL). The organic phase was separated, washed with water and brine. The solvents were removed by evaporation and the r... Starting materials: CN(C)C1CCNC1, Cc1cc(C#N)ccc1-c1ccc(OCCCCl)cc1. Yields the product Cc1cc(C#N)ccc1-c1ccc(OCCCN2CCC(N(C)C)C2)cc1. Reaction SMILES: [CH3:21][N:22]([CH:23]1[CH2:24][NH:25][CH2:26][CH2:27]1)[CH3:28].[Cl:1][CH2:2][CH2:3][CH2:4][O:5][c:6]1[cH:7][cH:8][c:9](-[c:12]2[c:13]([CH3:20])[cH:14][c:15]([C:18]#[N:19])[cH:16][cH:17]2)[cH:10][cH:11]1>>[CH2:2]([CH2:3][CH2:4][O:5][c:6]1[cH:7][cH:8][c:9](-[c:12]2[c:13]([CH3:20])[cH:14][c:15]([C:18]#[N:19])[cH:16][cH:17]2)[cH:10][cH:11]1)[N:25]1[CH2:24][CH:23]([N:22]([CH3:21])[CH3:28])[CH2:27][CH2:26]1. The reactants are C1CCOC1, OC1CCC(OC2CCCCO2)C1, CCOC(=O)N=NC(=O)OCC, Oc1ccccc1, c1ccc(P(c2ccccc2)c2ccccc2)cc1. Reaction SMILES: [CH2:52]1[O:53][CH2:54][CH2:55][CH2:56]1.[O:1]1[CH:2]([O:7][CH:8]2[CH2:9][CH:10]([OH:13])[CH2:11][CH2:12]2)[CH2:3][CH2:4][CH2:5][CH2:6]1.[O:40]=[C:41]([O:42][CH2:43][CH3:44])[N:45]=[N:46][C:47]([O:48][CH2:49][CH3:50])=[O:51].[OH:14][c:15]1[cH:16][cH:17][cH:18][cH:19][cH:20]1.[c:21]1([P:22]([c:23]2[cH:24][cH:25][cH:26][cH:27][cH:28]2)[c:29]2[cH:30][cH:31][cH:32][cH:33][cH:34]2)[cH:35][cH:36][cH:37][cH:38][cH:39]1>>[O:1]1[CH:2]([O:7][CH:8]2[CH2:9][CH:10]([O:13][c:15]3[cH:16][cH:17][cH:18][cH:19][cH:20]3)[CH2:11][CH2:12]2)[CH2:3][CH2:4][CH2:5][CH2:6]1. The product is c1ccc(OC2CCC(OC3CCCCO3)C2)cc1. Starting materials: C12(CC3CC(CC(C1)C3)C2)C2=C(C=C3C=CC(=CC3=C2)C2=CC=C(C(=O)OC)C=C2)O (methyl 4-[7-(1-adamantyl)-6-hydroxy-2-naphthyl]benzoate), COCCOCCl (methoxyethoxymethyl chloride). The product is C12(CC3CC(CC(C1)C3)C2)C2=C(C=C3C=CC(=CC3=C2)C2=CC=C(C(=O)O)C=C2)OCOCCOC (4-[7-(1-adamantyl)-6-methoxyethoxymethoxy-2-naphthyl]benzoic acid). Isolated yield 55.7%. As a reaction SMILES: [C:1]12([C:11]3[CH:20]=[C:19]4[C:14]([CH:15]=[CH:16][C:17]([C:21]5[CH:30]=[CH:29][C:24]([C:25]([O:27]C)=[O:26])=[CH:23][CH:22]=5)=[CH:18]4)=[CH:13][C:12]=3[OH:31])[CH2:10][CH:5]3[CH2:6][CH:7]([CH2:9][CH:3]([CH2:4]3)[CH2:2]1)[CH2:8]2.[CH3:32][O:33][CH2:34][CH2:35][O:36][CH2:37]Cl>>[C:1]12([C:11]3[CH:20]=[C:19]4[C:14]([CH:15]=[CH:16][C:17]([C:21]5[CH:22]=[CH:23][C:24]([C:25]([OH:27])=[O:26])=[CH:29][CH:30]=5)=[CH:18]4)=[CH:13][C:12]=3[O:31][CH2:37][O:36][CH2:35][CH2:34][O:33][CH3:32])[CH2:2][CH:3]3[CH2:4][CH:5]([CH2:6][CH:7]([CH2:9]3)[CH2:8]1)[CH2:10]2. Procedure details: Following the procedure of Example 1(a), but reacting 980 mg (2.4 mmol) of methyl 4-[7-(1-adamantyl)-6-hydroxy-2-naphthyl]benzoate with 330 μl (28.6 mmol) of methoxyethoxymethyl chloride, 650 mg (55%) of the expected compound were obtained in the form of an oil. Starting materials: [Na] (sodium), C1=CC=CC1 (cyclopentadiene), BrCC(=O)OC (methyl bromoacetate). The solvent is O1CCCC1 (tetrahydrofuran). Product: COC(CC1C=CC=C1)=O (2,4-Cyclopentadienyl acetic acid methyl ester). RXN SMILES: [Na].[CH:2]1[CH2:6][CH:5]=[CH:4][CH:3]=1.Br[CH2:8][C:9]([O:11][CH3:12])=[O:10]>O1CCCC1>[CH3:12][O:11][C:9](=[O:10])[CH2:8][CH:3]1[CH:2]=[CH:6][CH:5]=[CH:4]1 |^1:0|. Procedure details: 2,4-Cyclopentadienyl acetic acid methyl ester was prepared from the sodium salt of cyclopentadiene and methyl bromoacetate in tetrahydrofuran by the method of J. J. Partridge [J. Am. Chem. Soc., 95, 7171 (1973)]. Starting materials: [Cl-].[Zn+2].[Cl-] (zinc chloride), [Na] (sodium), CC1=NN(C=C1)C(=S)[S-] (3-methylpyrazole-1-carbodithioate). Solvent: O (water), O (water). Yields the product CC1=NN(C=C1)C(=S)[S-].CC1=NN(C=C1)C(=S)[S-].[Zn+2] (Zinc bis (3-methylpyrazole-1-carbodithioate)). As a reaction SMILES: [Cl-].[Zn+2:2].[Cl-].[Na].[CH3:5][C:6]1[CH:10]=[CH:9][N:8]([C:11]([S-:13])=[S:12])[N:7]=1>O>[CH3:5][C:6]1[CH:10]=[CH:9][N:8]([C:11]([S-:13])=[S:12])[N:7]=1.[CH3:5][C:6]1[CH:10]=[CH:9][N:8]([C:11]([S-:13])=[S:12])[N:7]=1.[Zn+2:2] |f:0.1.2,6.7.8,^1:3|. Procedure: To a solution of 7.6 grams of zinc chloride in 100 milliliters of deionized water was added at once a solution of 20 grams of the sodium salt of 3-methylpyrazole-1-carbodithioate in 150 milliliters of deionized water with vigorous stirring. The product precipitated immediately as a yellow solid. The product was collected by filtration, dried and recovered in a yield of 14.5 grams (70 percent of theoretical). The product melted at 151°-153° C., with decomposition. Upon analysis, the product was f...